From a dataset of the Open Reaction Database (ORD), a public repository of structured organic reaction records. describe an organic reaction: reactants, conditions, products, and yield The reactants are CONC(C1=C(C=CC=C1)SCC1=CC=CC=C1)=O (N-Methoxy-2-[(phenylmethyl)thio]benzamide), P(Cl)(Cl)(Cl)(Cl)Cl (phosphorous pentachloride). The solvent is C1=CC=CC=C1 (benzene). Run at temperature 25 celsius, time 24 hour. Product: CON=C(C1=C(C=CC=C1)SCC1=CC=CC=C1)Cl (N-Methoxy-2-[(phenylmethyl)thio]benzene carboximidoyl chloride). The yield is 55.7%. As a reaction SMILES: [CH3:1][O:2][NH:3][C:4](=O)[C:5]1[CH:10]=[CH:9][CH:8]=[CH:7][C:6]=1[S:11][CH2:12][C:13]1[CH:18]=[CH:17][CH:16]=[CH:15][CH:14]=1.P(Cl)(Cl)(Cl)(Cl)[Cl:21]>C1C=CC=CC=1>[CH3:1][O:2][N:3]=[C:4]([Cl:21])[C:5]1[CH:10]=[CH:9][CH:8]=[CH:7][C:6]=1[S:11][CH2:12][C:13]1[CH:18]=[CH:17][CH:16]=[CH:15][CH:14]=1. Procedure details: To a suspension of 79 g of the product of Example 1 in 1500 ml of benzene under a N2 atmosphere, cooled at 20° to 30° C. with external cooling, was added, portionwise, 60.2 g of phosphorous pentachloride. After stirring at 25° C. for about 24 hours, the suspension was warmed at 40° C. for about four hours, then cooled to 25° C. and filtered. The filtrate was evaporated at less than 40° C. under vacuum, and residue was chromatographed on silica gel with methylene chloride as eluant to yield 47 g ...